This data is from the Open Reaction Database (ORD), a public repository of structured organic reaction records. The task is: describe an organic reaction: reactants, conditions, products, and yield The reactants are ice, CN1CC2=CC=C3C(=C2CC1)NC(C3=O)=O (6,7,8,9-tetrahydro-7-methyl-1H-pyrrolo[2,3-f]isoquinoline-2,3-dione), ClC(C)OC(=O)Cl (α-chloroethylchloroformate). Solvent: ClCCCl (1,2-dichloroethane). The product is N1C(C(C=2C1=C1CCNCC1=CC2)=O)=O (6,7,8,9-tetrahydro-1H-pyrrolo[2,3-f]isoquinoline-2,3-dione). Reaction SMILES: C[N:2]1[CH2:11][CH2:10][C:9]2[C:4](=[CH:5][CH:6]=[C:7]3[C:14](=[O:15])[C:13](=[O:16])[NH:12][C:8]3=2)[CH2:3]1.ClC(OC(Cl)=O)C>ClCCCl>[NH:12]1[C:8]2=[C:9]3[C:4](=[CH:5][CH:6]=[C:7]2[C:14](=[O:15])[C:13]1=[O:16])[CH2:3][NH:2][CH2:11][CH2:10]3. Procedure details: To an ice cooled stirred suspension of 6,7,8,9-tetrahydro-7-methyl-1H-pyrrolo[2,3-f]isoquinoline-2,3-dione (500 mg) in 1,2-dichloroethane (10 ml) was added α-chloroethylchloroformate (0.25 ml). The mixture was then brought to reflux for 1 hour, whereafter it was cooled to room temperature and filtered. The filtrate was evaporated, the residue dissolved in methanol (10 ml) and refluxed for 10 min. Evaporation of the solvent left the crude title compound as a solid, M.p. 270° C. Starting materials: CCCCC([Sn])=C(CCCC)CCCC, C1CCOC1, COC(=O)C(O)(CC(C)(C)c1ccc(I)cc1OC)C(F)(F)F, O=C(C=Cc1ccccc1)C=Cc1ccccc1, [Pd], c1ccc(P(c2ccccc2)c2ccccc2)cc1. Yields the product C=Cc1ccc(C(C)(C)CC(O)(C(=O)OC)C(F)(F)F)c(OC)c1. As a reaction SMILES: [CH2:24]([CH2:25][CH2:37][CH3:38])[C:26]([Sn:27])=[C:28]([CH2:29][CH2:30][CH2:31][CH3:32])[CH2:33][CH2:34][CH2:35][CH3:36].[CH2:58]1[O:59][CH2:60][CH2:61][CH2:62]1.[CH3:1][O:2][C:3]([C:4]([CH2:5][C:6]([CH3:7])([CH3:8])[c:9]1[c:10]([O:16][CH3:17])[cH:11][c:12]([I:15])[cH:13][cH:14]1)([C:18]([F:19])([F:20])[F:21])[OH:22])=[O:23].[CH:63](=[CH:64][C:65]([CH:66]=[CH:67][c:68]1[cH:69][cH:70][cH:71][cH:72][cH:73]1)=[O:74])[c:75]1[cH:76][cH:77][cH:78][cH:79][cH:80]1.[Pd:81].[c:39]1([P:40]([c:41]2[cH:42][cH:43][cH:44][cH:45][cH:46]2)[c:47]2[cH:48][cH:49][cH:50][cH:51][cH:52]2)[cH:53][cH:54][cH:55][cH:56][cH:57]1>>[CH3:1][O:2][C:3]([C:4]([CH2:5][C:6]([CH3:7])([CH3:8])[c:9]1[c:10]([O:16][CH3:17])[cH:11][c:12]([CH:24]=[CH2:25])[cH:13][cH:14]1)([C:18]([F:19])([F:20])[F:21])[OH:22])=[O:23]. The reactants are tetrakistriphenylphosphine palladium(0), IC1=CC2=C(NC(=N2)N2CCC3(CC2)OC(C2=CC=CC=C23)=O)C=C1 (1′-(5-iodo-1H-benzimidazol-2-yl)-spiro[isobenzofuran -1,4′-piperidin]-3-one), N1=CC(=CC=C1)B(O)O (pyridine-3-boronic acid), C([O-])([O-])=O.[Na+].[Na+] (sodium carbonate). Solvent: COCCOC (ethylene glycol dimethyl ether). Yields the product N1=CC(=CC=C1)C1=CC2=C(NC(=N2)N2CCC3(CC2)OC(C2=CC=CC=C23)=O)C=C1 (1′-(5-pyridin-3-yl-1H-benzimidazol-2-yl)-spiro[isobenzofuran-1,4′-piperidin]-3-one). Reaction SMILES: I[C:2]1[CH:25]=[CH:24][C:5]2[NH:6][C:7]([N:9]3[CH2:14][CH2:13][C:12]4([C:22]5[C:17](=[CH:18][CH:19]=[CH:20][CH:21]=5)[C:16](=[O:23])[O:15]4)[CH2:11][CH2:10]3)=[N:8][C:4]=2[CH:3]=1.[N:26]1[CH:31]=[CH:30][CH:29]=[C:28](B(O)O)[CH:27]=1.C(=O)([O-])[O-].[Na+].[Na+]>COCCOC>[N:26]1[CH:31]=[CH:30][CH:29]=[C:28]([C:2]2[CH:25]=[CH:24][C:5]3[NH:6][C:7]([N:9]4[CH2:14][CH2:13][C:12]5([C:22]6[C:17](=[CH:18][CH:19]=[CH:20][CH:21]=6)[C:16](=[O:23])[O:15]5)[CH2:11][CH2:10]4)=[N:8][C:4]=3[CH:3]=2)[CH:27]=1 |f:2.3.4|. Procedure: Add tetrakistriphenylphosphine palladium(0)(0.1 g, 0.01 mmol) to 1′-(5-iodo-1H-benzimidazol-2-yl)-spiro[isobenzofuran -1,4′-piperidin]-3-one (0.10 g, 0.22 mmol) in ethylene glycol dimethyl ether (2 mL). To this solution, add pyridine-3-boronic acid (0.06 g, 0.45 mmol) and aqueous sodium carbonate (1M, 1 mL) and heat the reaction at 80° C. for 2 hours. Extract the product with EtOAc (20 mL). Wash the combined extracts with brine (20 mL), dry over sodium sulfate, and concentrate in vacuo. Purify b... Reactants: ClC1=C(C=CC(=C1)Cl)C=1N=C(C(=NC1CC)N[C@H]1[C@H](CC2=CC=CC=C12)OCC)CC (5-(2,4-dichlorophenyl)-N-[(1R,2S)-2-ethoxy-2,3-dihydro-1H-inden-1-yl]-3,6-diethylpyrazin-2-amine), ClC1=C(C=CC(=C1)OC)C=1N=C(C(=NC1CC)N[C@@H]1[C@@H](COC1)O)CC (cis-(+/−)-4-{[5-(2-chloro-4-methoxyphenyl)-3,6-diethylpyrazin-2-yl]amino}tetrahydrofuran-3-ol), ICCC (1-iodopropane). The product is ClC1=C(C=CC(=C1)OC)C=1N=C(C(=NC1CC)N[C@@H]1COC[C@@H]1OCCC)CC (cis-(+/−)-5-(2-chloro-4-methoxyphenyl)-3,6-diethyl-N-[4-propoxytetrahydrofuran-3-yl]pyrazin-2-amine). As a reaction SMILES: Cl[C:2]1[CH:7]=C(Cl)C=C[C:3]=1C1N=C(CC)C(N[C@@H]2C3C(=CC=CC=3)C[C@@H]2OCC)=NC=1CC.[Cl:32][C:33]1[CH:38]=[C:37]([O:39][CH3:40])[CH:36]=[CH:35][C:34]=1[C:41]1[N:42]=[C:43]([CH2:56][CH3:57])[C:44]([NH:49][C@H:50]2[CH2:54][O:53][CH2:52][C@H:51]2[OH:55])=[N:45][C:46]=1[CH2:47][CH3:48].ICCC>>[Cl:32][C:33]1[CH:38]=[C:37]([O:39][CH3:40])[CH:36]=[CH:35][C:34]=1[C:41]1[N:42]=[C:43]([CH2:56][CH3:57])[C:44]([NH:49][C@H:50]2[C@@H:51]([O:55][CH2:3][CH2:2][CH3:7])[CH2:52][O:53][CH2:54]2)=[N:45][C:46]=1[CH2:47][CH3:48]. Procedure details: Following the procedure for the preparation of 5-(2,4-dichlorophenyl)-N-[(1R,2S)-2-ethoxy-2,3-dihydro-1H-inden-1-yl]-3,6-diethylpyrazin-2-amine but substituting of cis-(+/−)-4-{[5-(2-chloro-4-methoxyphenyl)-3,6-diethylpyrazin-2-yl]amino}tetrahydrofuran-3-ol and 1-iodopropane and making non-critical variations provided the title compound as a light yellow oil. IR (liq.) 2967, 2936, 2875, 1606, 1566, 1483, 1441, 1396, 1287, 1230, 1203, 1124, 1078, 1058, 1046 cm−1; OAMS supporting ions at: ESI+ 420... The product is FC1=CC=C(C=C1)C(C(CC1=CC(=CC=C1)C(F)(F)F)NC(=O)C1=CC=CC2=CC=CC=C12)O (N-((1RS,2SR)-2-(4-fluorophenyl)-2-hydroxy-1-((3-(trifluoromethyl)phenyl)methyl)ethyl)-1-naphthalenecarboxamide). Procedure details: To a solution of (1RS,2SR)-2-amino-1-(4-fluorophenyl)-3-(3-(trifluoromethyl)phenyl)-1-propanol (450 mg, 1.44 mmol) in ethyl acetate (15 ml) were added 1-naphthoyl chloride (282 ml, 1.87 mmol) and saturated aqueous sodium hydrogen carbonate (15 ml) and the mixture was stirred at room temperature for 2 hrs. The reaction solution was diluted with water (100 ml) and extracted with ethyl acetate (100 ml×2). The extract was washed with saturated brine, dried over anhydrous magnesium sulfate and evapor... Conditions: time 2 hour. Yield: 86.5%. The solvent is C(C)(=O)OCC (ethyl acetate), O (water). The reactants are NC(C(O)C1=CC=C(C=C1)F)CC1=CC(=CC=C1)C(F)(F)F ((1RS,2SR)-2-amino-1-(4-fluorophenyl)-3-(3-(trifluoromethyl)phenyl)-1-propanol), C1(=CC=CC2=CC=CC=C12)C(=O)Cl (1-naphthoyl chloride), C(O)([O-])=O.[Na+] (sodium hydrogen carbonate). Reaction SMILES: [NH2:1][CH:2]([CH2:12][C:13]1[CH:18]=[CH:17][CH:16]=[C:15]([C:19]([F:22])([F:21])[F:20])[CH:14]=1)[CH:3]([C:5]1[CH:10]=[CH:9][C:8]([F:11])=[CH:7][CH:6]=1)[OH:4].[C:23]1([C:33](Cl)=[O:34])[C:32]2[C:27](=[CH:28][CH:29]=[CH:30][CH:31]=2)[CH:26]=[CH:25][CH:24]=1.C(=O)([O-])O.[Na+]>C(OCC)(=O)C.O>[F:11][C:8]1[CH:7]=[CH:6][C:5]([CH:3]([OH:4])[CH:2]([NH:1][C:33]([C:23]2[C:32]3[C:27](=[CH:28][CH:29]=[CH:30][CH:31]=3)[CH:26]=[CH:25][CH:24]=2)=[O:34])[CH2:12][C:13]2[CH:18]=[CH:17][CH:16]=[C:15]([C:19]([F:22])([F:20])[F:21])[CH:14]=2)=[CH:10][CH:9]=1 |f:2.3|. Starting materials: ClC=1C=C2C(N(C(NC2=CC1)=O)C1=CC=CC=C1)(C1=CC=CC=C1)OCC (6-chloro-4-ethoxy-3,4-dihydro-3,4-diphenyl-2(1H)-quinazolinone), Cl.NO (hydroxylamine hydrochloride). Run in alcohol. Yields the product ClC=1C=C2C(=[N+](C(NC2=CC1)=O)[O-])C1=CC=CC=C1 (6-chloro-4-phenyl-2(1H)-quinazolinone 3-oxide). Yield: 71.8%. Reaction SMILES: [Cl:1][C:2]1[CH:3]=[C:4]2[C:9](=[CH:10][CH:11]=1)[NH:8][C:7](=[O:12])[N:6](C1C=CC=CC=1)[C:5]2(OCC)[C:19]1[CH:24]=[CH:23][CH:22]=[CH:21][CH:20]=1.Cl.N[OH:30]>>[Cl:1][C:2]1[CH:3]=[C:4]2[C:9](=[CH:10][CH:11]=1)[NH:8][C:7](=[O:12])[N+:6]([O-:30])=[C:5]2[C:19]1[CH:24]=[CH:23][CH:22]=[CH:21][CH:20]=1 |f:1.2|. Procedure details: A mixture of 3.51 g (0.0093 mole) of 6-chloro-4-ethoxy-3,4-dihydro-3,4-diphenyl-2(1H)-quinazolinone and 2.09 g (0.03 mole) of hydroxylamine hydrochloride in 50 ml alcohol was refluxed for 4 days, and then cooled. The solid that formed was collected on a filter, washed with ethanol, and dried in air to give 1.82 g (72%) of 6-chloro-4-phenyl-2(1H)-quinazolinone 3-oxide as yellow crystals, mp 267°-269°. Reactants: CC(=O)Oc1cnc(C(C)(C)C)nc1O, CN(C)C=O, Cc1ccccc1, O=C(Cl)Cl, [Na+], [OH-], O. Yields the product CC(=O)Oc1cnc(C(C)(C)C)nc1Cl. RXN SMILES: [C:1]([CH3:2])([CH3:3])([CH3:4])[c:5]1[n:6][cH:7][c:8]([O:12][C:13](=[O:14])[CH3:15])[c:9]([OH:11])[n:10]1.[CH3:16][N:17]([CH3:18])[CH:19]=[O:20].[CH3:27][c:28]1[cH:29][cH:30][cH:31][cH:32][cH:33]1.[Cl:21][C:22](=[O:23])[Cl:24].[Na+:26].[OH-:25].[OH2:34]>>[C:1]([CH3:2])([CH3:3])([CH3:4])[c:5]1[n:6][cH:7][c:8]([O:12][C:13](=[O:14])[CH3:15])[c:9]([Cl:21])[n:10]1.